Dataset: the Open Reaction Database (ORD), a public repository of structured organic reaction records. Task: describe an organic reaction: reactants, conditions, products, and yield Starting materials: NCC1CCN(CCCC(F)(F)F)CC1, c1ccc2c(c1)[nH]c1cccc(OCC3CO3)c12. The product is OC(CNCC1CCN(CCCC(F)(F)F)CC1)COc1cccc2[nH]c3ccccc3c12. As a reaction SMILES: [NH2:19][CH2:20][CH:21]1[CH2:22][CH2:23][N:24]([CH2:27][CH2:28][CH2:29][C:30]([F:31])([F:32])[F:33])[CH2:25][CH2:26]1.[O:1]1[CH:2]([CH2:4][O:5][c:6]2[cH:7][cH:8][cH:9][c:10]3[nH:11][c:12]4[cH:13][cH:14][cH:15][cH:16][c:17]4[c:18]23)[CH2:3]1>>[OH:1][CH:2]([CH2:3][NH:19][CH2:20][CH:21]1[CH2:22][CH2:23][N:24]([CH2:27][CH2:28][CH2:29][C:30]([F:31])([F:32])[F:33])[CH2:25][CH2:26]1)[CH2:4][O:5][c:6]1[cH:7][cH:8][cH:9][c:10]2[nH:11][c:12]3[cH:13][cH:14][cH:15][cH:16][c:17]3[c:18]12. The reactants are CCOC(=O)n1c(C(=O)c2ccccc2)c(N(C)C)c2ccc(Cl)cc21, CCOCC, CCCCCC. The product is CN(C)c1c(C(=O)c2ccccc2)[nH]c2cc(Cl)ccc12. RXN SMILES: [C:1]([c:2]1[cH:3][cH:4][cH:5][cH:6][cH:7]1)(=[O:8])[c:9]1[n:10]([C:22]([O:23][CH2:24][CH3:25])=[O:26])[c:11]2[cH:12][c:13]([Cl:21])[cH:14][cH:15][c:16]2[c:17]1[N:18]([CH3:19])[CH3:20].[CH2:33]([O:34][CH2:35][CH3:36])[CH3:37].[CH3:27][CH2:28][CH2:29][CH2:30][CH2:31][CH3:32]>>[C:1]([c:2]1[cH:3][cH:4][cH:5][cH:6][cH:7]1)(=[O:8])[c:9]1[nH:10][c:11]2[cH:12][c:13]([Cl:21])[cH:14][cH:15][c:16]2[c:17]1[N:18]([CH3:19])[CH3:20]. The reactants are O=C([O-])[O-], CN(C)C=O, CC(C)O, Clc1ccc(-c2nc(-c3cccnc3)c[nH]2)s1, [K+], [K+], O. The product is OCc1[nH]c(-c2ccc(Cl)s2)nc1-c1cccnc1. As a reaction SMILES: [C:18]([O-:19])(=[O:20])[O-:21].[CH3:28][N:29]([CH3:30])[CH:31]=[O:32].[CH:24]([OH:25])([CH3:26])[CH3:27].[Cl:1][c:2]1[cH:3][cH:4][c:5](-[c:7]2[nH:8][cH:9][c:10](-[c:12]3[cH:13][n:14][cH:15][cH:16][cH:17]3)[n:11]2)[s:6]1.[K+:22].[K+:23].[OH2:33]>>[Cl:1][c:2]1[cH:3][cH:4][c:5](-[c:7]2[nH:8][c:9]([CH2:18][OH:19])[c:10](-[c:12]3[cH:13][n:14][cH:15][cH:16][cH:17]3)[n:11]2)[s:6]1.